Task: describe an organic reaction: reactants, conditions, products, and yield. Dataset: the Open Reaction Database (ORD), a public repository of structured organic reaction records Starting materials: O=C([O-])[O-], COC(=O)OC, [K+], [K+], O, N#Cc1c[nH]c2ccccc12. Yields the product Cn1cc(C#N)c2ccccc21. As a reaction SMILES: [C:12](=[O:13])([O-:14])[O-:15].[CH3:18][O:19][C:20]([O:21][CH3:22])=[O:23].[K+:16].[K+:17].[OH2:24].[nH:1]1[cH:2][c:3]([C:10]#[N:11])[c:4]2[cH:5][cH:6][cH:7][cH:8][c:9]12>>[n:1]1([CH3:12])[cH:2][c:3]([C:10]#[N:11])[c:4]2[cH:5][cH:6][cH:7][cH:8][c:9]12. Starting materials: COc1cc2nc[nH]c(=O)c2cc1OC, O=P(Cl)(Cl)Cl, O=S1(=O)CCCC1. Product: COc1cc2ncnc(Cl)c2cc1OC. RXN SMILES: [CH3:6][O:7][c:8]1[cH:9][c:10]2[c:11](=[O:20])[nH:12][cH:13][n:14][c:15]2[cH:16][c:17]1[O:18][CH3:19].[P:1]([Cl:2])([Cl:3])([Cl:4])=[O:5].[S:21]1(=[O:26])(=[O:27])[CH2:22][CH2:23][CH2:24][CH2:25]1>>[Cl:3][c:11]1[c:10]2[cH:9][c:8]([O:7][CH3:6])[c:17]([O:18][CH3:19])[cH:16][c:15]2[n:14][cH:13][n:12]1. Reactants: CCOC(=O)Cl, N#Cc1c(C(F)(F)F)nn(-c2c(Cl)cc(C(F)(F)F)cc2Cl)c1N, c1ccncc1. The product is CCOC(=O)Nc1c(C#N)c(C(F)(F)F)nn1-c1c(Cl)cc(C(F)(F)F)cc1Cl. As a reaction SMILES: [Cl:1][C:2](=[O:3])[O:4][CH2:5][CH3:6].[NH2:7][c:8]1[c:9]([C:29]#[N:30])[c:10]([C:25]([F:26])([F:27])[F:28])[n:11][n:12]1-[c:13]1[c:14]([Cl:24])[cH:15][c:16]([C:20]([F:21])([F:22])[F:23])[cH:17][c:18]1[Cl:19].[cH:31]1[cH:32][cH:33][n:34][cH:35][cH:36]1>>[C:2](=[O:3])([O:4][CH2:5][CH3:6])[NH:7][c:8]1[c:9]([C:29]#[N:30])[c:10]([C:25]([F:26])([F:27])[F:28])[n:11][n:12]1-[c:13]1[c:14]([Cl:24])[cH:15][c:16]([C:20]([F:21])([F:22])[F:23])[cH:17][c:18]1[Cl:19]. The reactants are C1=CCCCC1 (Cyclohexene), ClB.CSC (monochloroborane methyl sulfide). Reagents/catalysts: [Hg] (mercury). Run in C(C)OCC (diethyl ether). Reaction conditions: temperature 0 celsius, time 2 hour. Product: C1(CCCCC1)B(Cl)C1CCCCC1 (dicyclohexylchloroborane). The yield is 80.0%. Reaction SMILES: [CH:1]1[CH2:6][CH2:5][CH2:4][CH2:3][CH:2]=1.[Cl:7][BH2:8].CSC>[Hg].C(OCC)C>[CH:1]1([B:8]([CH:1]2[CH2:6][CH2:5][CH2:4][CH2:3][CH2:2]2)[Cl:7])[CH2:6][CH2:5][CH2:4][CH2:3][CH2:2]1 |f:1.2|. Procedure details: A 250-mL round bottom flask fitted with a rubber septum, a magnetic stirring bar, and a connecting tube attached to a mercury bubbler was cooled in an ice bath and charged with diethyl ether (90 mL) under inert atmosphere. Cyclohexene (21.2 mL, 210 mmol) was added, followed by the slow addition of monochloroborane-methyl sulfide (11.6 mL, 100 mmol). The mixture was stirred at 0° C. for 2 h. The solvent was removed under reduced pressure (25° C., 12 Torr). Distillation provided pure dicyclohexylc... The reactants are Cl.N[C@@H](/C=C/C(=O)OC)CF (methyl (S)-(E)-4-amino-5-fluoro-2-pentenoate hydrochloride). Solvent: Cl (hydrochloric acid). Product: N[C@@H](/C=C/C(=O)O)CF ((S)-(E)-4-amino-5-fluoro-2-pentenoic acid). RXN SMILES: Cl.[NH2:2][C@H:3]([CH2:10][F:11])/[CH:4]=[CH:5]/[C:6]([O:8]C)=[O:7]>Cl>[NH2:2][C@H:3]([CH2:10][F:11])/[CH:4]=[CH:5]/[C:6]([OH:8])=[O:7] |f:0.1|. Procedure details: 410 mg of 26C was stirred in 25 ml of 5N hydrochloric acid for 48 hours at room temperature, then the solvent was evaporated at a temperature below 40° C. and the residue was dried over phosphorus pentoxide for 24 hours. The resulting product was recrystallized from acetic acid/ethyl acetate to give 26, as powdery white flakes, m.p.: 169°-170° C. Starting materials: C(C)(=O)OC1=C(C(=O)C2=CC=CC=C2)C=CC(=C1)C (2-acetoxy-4-methylbenzophenone), BrN1C(CCC1=O)=O (N-bromosuccinimide), C(C1=CC=CC=C1)(=O)OOC(C1=CC=CC=C1)=O (benzoyl peroxide). Run in C(Cl)(Cl)(Cl)Cl (carbon tetrachloride). The product is C(C)(=O)OC1=C(C(=O)C2=CC=CC=C2)C=CC(=C1)CBr (2-Acetoxy-4-bromomethylbenzophenone). Isolated yield 63.4%. As a reaction SMILES: [C:1]([O:4][C:5]1[CH:18]=[C:17]([CH3:19])[CH:16]=[CH:15][C:6]=1[C:7]([C:9]1[CH:14]=[CH:13][CH:12]=[CH:11][CH:10]=1)=[O:8])(=[O:3])[CH3:2].[Br:20]N1C(=O)CCC1=O.C(OOC(=O)C1C=CC=CC=1)(=O)C1C=CC=CC=1>C(Cl)(Cl)(Cl)Cl>[C:1]([O:4][C:5]1[CH:18]=[C:17]([CH2:19][Br:20])[CH:16]=[CH:15][C:6]=1[C:7]([C:9]1[CH:14]=[CH:13][CH:12]=[CH:11][CH:10]=1)=[O:8])(=[O:3])[CH3:2]. Procedure: A mixture comprising 1.3 g of the 2-acetoxy-4-methylbenzophenone prepared in the step (c), 910 mg of N-bromosuccinimide and 20 ml of carbon tetrachloride was heated under reflux together with a small amount of benzoyl peroxide for one hour. The reaction mixture was cooled and filtered through a silica gel bed, and the silica gel was washed with 20% ethyl acetate/hexane. The filtrate and washings were concentrated together. The residue was subjected to silica gel column chromatography (7 to 10% e...